From a dataset of the Open Reaction Database (ORD), a public repository of structured organic reaction records. describe an organic reaction: reactants, conditions, products, and yield The reactants are resultant mixture, CC(C)(C#N)N=NC(C)(C)C#N (AIBN), C1(\C=C/C(=O)O1)=O (maleic anhydride), C12C(C(C(C=C1)C2)C(=O)[O-])C(=O)OCC(CC)(CO)CC (mono-2-ethyl-2-(hydroxymethyl)butyl bicyclo-[2.2.1]hept-5-ene-2,3-dicarboxylate), C12C(CC(C=C1)C2)C(=O)OC(C)(C)C (tert-butyl bicyclo-[2.2.1]hept-5-ene-2-carboxylate), C(C(=C)C)(=O)OCCC[Si](O[Si](C)(C)C)(O[Si](C)(C)C)O[Si](C)(C)C (3-[tris(trimethylsiloxy)silyl]propyl methacrylate). Solvent: O1CCCC1 (tetrahydrofuran). Yields the product C1(\C=C/C(=O)O1)=O.C12C(C(C(C=C1)C2)C(=O)[O-])C(=O)OCC(CC)(CO)CC.C12C(CC(C=C1)C2)C(=O)OC(C)(C)C.C(C(=C)C)(=O)OCCC[Si](O[Si](C)(C)C)(O[Si](C)(C)C)O[Si](C)(C)C (maleic anhydride mono-2-ethyl-2-(hydroxymethyl)butyl bicyclo[2.2.1]hept-5-ene-2.3-dicarboxylate tert-butyl bicyclo-[2.2.1]hept-5-ene-2-carboxylate 3-[tris(trimethylsiloxy)silyl]propyl methacrylate). As a reaction SMILES: [C:1]1(=[O:7])[O:6][C:4](=[O:5])[CH:3]=[CH:2]1.[CH:8]12[CH2:14][CH:11]([CH:12]=[CH:13]1)[CH:10]([C:15]([O-:17])=[O:16])[CH:9]2[C:18]([O:20][CH2:21][C:22]([CH2:27][CH3:28])([CH2:25][OH:26])[CH2:23][CH3:24])=[O:19].[CH:29]12[CH2:35][CH:32]([CH:33]=[CH:34]1)[CH2:31][CH:30]2[C:36]([O:38][C:39]([CH3:42])([CH3:41])[CH3:40])=[O:37].[C:43]([O:48][CH2:49][CH2:50][CH2:51][Si:52]([O:63][Si:64]([CH3:67])([CH3:66])[CH3:65])([O:58][Si:59]([CH3:62])([CH3:61])[CH3:60])[O:53][Si:54]([CH3:57])([CH3:56])[CH3:55])(=[O:47])[C:44]([CH3:46])=[CH2:45].CC(N=NC(C#N)(C)C)(C#N)C>O1CCCC1>[C:4]1(=[O:5])[O:6][C:1](=[O:7])[CH:2]=[CH:3]1.[CH:8]12[CH2:14][CH:11]([CH:12]=[CH:13]1)[CH:10]([C:15]([O-:17])=[O:16])[CH:9]2[C:18]([O:20][CH2:21][C:22]([CH2:27][CH3:28])([CH2:25][OH:26])[CH2:23][CH3:24])=[O:19].[CH:29]12[CH2:35][CH:32]([CH:33]=[CH:34]1)[CH2:31][CH:30]2[C:36]([O:38][C:39]([CH3:42])([CH3:41])[CH3:40])=[O:37].[C:43]([O:48][CH2:49][CH2:50][CH2:51][Si:52]([O:53][Si:54]([CH3:57])([CH3:55])[CH3:56])([O:63][Si:64]([CH3:67])([CH3:66])[CH3:65])[O:58][Si:59]([CH3:62])([CH3:61])[CH3:60])(=[O:47])[C:44]([CH3:46])=[CH2:45] |f:6.7.8.9|. Procedure details: 1.0 mole of maleic anhydride, 0.2 mole of mono-2-ethyl-2-(hydroxymethyl)butyl bicyclo-[2.2.1]hept-5-ene-2,3-dicarboxylate, 0.7 mole of tert-butyl bicyclo-[2.2.1]hept-5-ene-2-carboxylate and 0.1 mole of 3-[tris(trimethylsiloxy)silyl]propyl methacrylate are dissolved in tetrahydrofuran, 0.5 to 10 g of AIBN is added thereto as the polymerization initiator, and the resultant mixture is reacted at approximately 60 to 70° C. for 4 to 24 hours under a nitrogen or argon atmosphere. Reactants: C1(C=2C(C(N1C\C=C\CBr)=O)=CC=CC2)=O ((E)-1-Phthalimido-4-bromobut-2-ene), Cl (HCl), C(C)NCC (diethylamine), [F-].[K+] (KF). Run in C(C)#N (acetonitrile), C(C)(=O)O (acetic acid). The product is Cl.Cl.C(C)N(C\C=C\CN)CC ((E)-N,N-diethyl-1,4-diaminobut-2-ene dihydrochloride). Yield: 41.0%. As a reaction SMILES: [C:1]1(=O)[N:5]([CH2:6]/[CH:7]=C/CBr)[C:4](=O)[C:3]2=[CH:12][CH:13]=CC=[C:2]12.C([NH:19]CC)C.[F-].[K+].[ClH:24]>C(#N)C.C(O)(=O)C>[ClH:24].[ClH:24].[CH2:1]([N:5]([CH2:6][CH3:7])[CH2:4]/[CH:3]=[CH:12]/[CH2:13][NH2:19])[CH3:2] |f:2.3,7.8.9|. Procedure: (E)-1-Phthalimido-4-bromobut-2-ene (4.2 g, 15 mmol), diethylamine (1.1 g, 15 mmol) and KF supported on Celite (7.5 g) were stirred together in acetonitrile (75 ml) at 40° C. for 18 h. The solution was filtered, and the filtrate was concentrated in vacuo to afford an oil, which was dissolved in glacial acetic acid (30 ml) and conc. HCl (30 ml). The mixture was heated at reflux for 30 h. The solution was cooled, filtered and the solvents were removed in vacuo to afford (E)-N,N-diethyl-1,4-diaminob... Reactants: ClC=1C2=C(N=CN1)N(C=C2C=2C=C(C#N)C=CC2)CO (3-[4-chloro-7-(hydroxymethyl)-7H-pyrrolo[2,3-d]pyrimidin-5-yl]benzonitrile), C([O-])([O-])=O.[K+].[K+] (potassium carbonate). Solvent: CO (methanol). Yields the product ClC=1C2=C(N=CN1)NC=C2C=2C=C(C#N)C=CC2 (3-(4-chloro-7H-pyrrolo[2,3-d]pyrimidin-5-yl)benzonitrile). RXN SMILES: [Cl:1][C:2]1[C:3]2[C:10]([C:11]3[CH:12]=[C:13]([CH:16]=[CH:17][CH:18]=3)[C:14]#[N:15])=[CH:9][N:8](CO)[C:4]=2[N:5]=[CH:6][N:7]=1.C(=O)([O-])[O-].[K+].[K+]>CO>[Cl:1][C:2]1[C:3]2[C:10]([C:11]3[CH:12]=[C:13]([CH:16]=[CH:17][CH:18]=3)[C:14]#[N:15])=[CH:9][NH:8][C:4]=2[N:5]=[CH:6][N:7]=1 |f:1.2.3|. Reported procedure: A solution of 3-[4-chloro-7-(hydroxymethyl)-7H-pyrrolo[2,3-d]pyrimidin-5-yl]benzonitrile (C13) (4 g from the previous step, ≦9.9 mmol) in methanol (100 mL) was adjusted to pH>12 by addition of solid potassium carbonate. Solvent was removed in vacuo and the residue was mixed with water (100 mL). The resulting solid was isolated via filtration and washed with water, providing the product as a white solid. Yield: 1.3 g, 5.1 mmol, 52% over two steps. LCMS m/z 255.0 [M+H+]. As a reaction SMILES: [CH2:62]1[O:63][CH2:64][CH2:65][CH2:66]1.[CH3:2][O:3][c:4]1[cH:5][c:6]([C:7](=[O:8])[OH:9])[cH:10][cH:11][c:12]1[O:13][CH2:14][CH2:15][N:16]1[CH2:17][CH2:18][CH2:19][CH2:20]1.[CH:32]([CH3:33])([CH3:34])[Si:35]([O:36][c:37]1[cH:38][cH:39][c:40](-[c:43]2[cH:44][c:45]3[c:46]([s:47]2)[cH:48][cH:49][cH:50][cH:51]3)[cH:41][cH:42]1)([CH:52]([CH3:53])[CH3:54])[CH:55]([CH3:56])[CH3:57].[Cl:26][C:27]([C:28]([Cl:29])=[O:30])=[O:31].[Cl:58][CH:59]([Cl:60])[CH3:61].[ClH:1].[O:21]=[CH:22][N:23]([CH3:24])[CH3:25]>>[CH3:2][O:3][c:4]1[cH:5][c:6]([C:7](=[O:9])[c:44]2[c:43](-[c:40]3[cH:39][cH:38][c:37]([O:36][Si:35]([CH:32]([CH3:33])[CH3:34])([CH:52]([CH3:53])[CH3:54])[CH:55]([CH3:56])[CH3:57])[cH:42][cH:41]3)[s:47][c:46]3[c:45]2[cH:51][cH:50][cH:49][cH:48]3)[cH:10][cH:11][c:12]1[O:13][CH2:14][CH2:15][N:16]1[CH2:17][CH2:18][CH2:19][CH2:20]1. The reactants are C1CCOC1, COc1cc(C(=O)O)ccc1OCCN1CCCC1, CC(C)[Si](Oc1ccc(-c2cc3ccccc3s2)cc1)(C(C)C)C(C)C, O=C(Cl)C(=O)Cl, CC(Cl)Cl, Cl, CN(C)C=O. Product: COc1cc(C(=O)c2c(-c3ccc(O[Si](C(C)C)(C(C)C)C(C)C)cc3)sc3ccccc23)ccc1OCCN1CCCC1. The reactants are [CH2-]C(=O)C.OC[C@H]1O[C@H]([C@H]([C@H]1O)O)N1C2=NC=NC(=C2N=C1)NC1COCC1 ((4S,2R,3R,5R)-2-hydroxymethyl-5-[6-(tetrahydrofuran-3-ylamino)-purin-9-yl]-tetrahydrofuran-3,4-diol acetonide), FC1=C(C=CC=C1)O (2-fluorophenol), C1(=CC=CC=C1)P(C1=CC=CC=C1)C1=CC=CC=C1 (triphenylphospine), CC(C)OC(=O)/N=N/C(=O)OC(C)C (DIAD). The solvent is O1CCCC1 (tetrahydrofuran). Product: [CH2-]C(=O)C.FC1=C(OC[C@H]2O[C@H]([C@H]([C@H]2O)O)N2C3=NC=NC(=C3N=C2)NC2COCC2)C=CC=C1 ((4S,2R,3R,5R)-2-(2-fluorophenoxy)methyl-5-[6-(tetrahydrofuran-3-ylamino)-purin-9-yl]-tetrahydrofuran-3,4-diol acetonide). Reaction SMILES: [CH2-:1][C:2]([CH3:4])=[O:3].[OH:5][CH2:6][C@@H:7]1[C@H:11]([OH:12])[C@H:10]([OH:13])[C@H:9]([N:14]2[CH:22]=[N:21][C:20]3[C:15]2=[N:16][CH:17]=[N:18][C:19]=3[NH:23][CH:24]2[CH2:28][CH2:27][O:26][CH2:25]2)[O:8]1.[F:29][C:30]1[CH:35]=[CH:34][CH:33]=[CH:32][C:31]=1O.C1(P(C2C=CC=CC=2)C2C=CC=CC=2)C=CC=CC=1.CC(OC(/N=N/C(OC(C)C)=O)=O)C>O1CCCC1>[CH2-:1][C:2]([CH3:4])=[O:3].[F:29][C:30]1[CH:35]=[CH:34][CH:33]=[CH:32][C:31]=1[O:5][CH2:6][C@@H:7]1[C@H:11]([OH:12])[C@H:10]([OH:13])[C@H:9]([N:14]2[CH:22]=[N:21][C:20]3[C:15]2=[N:16][CH:17]=[N:18][C:19]=3[NH:23][CH:24]2[CH2:28][CH2:27][O:26][CH2:25]2)[O:8]1 |f:0.1,6.7|. Reported procedure: To a solution of (4S,2R,3R,5R)-2-hydroxymethyl-5-[6-(tetrahydrofuran-3-ylamino)-purin-9-yl]-tetrahydrofuran-3,4-diol acetonide (500 mg, 1.33 mmol), 2-fluorophenol (179.4 mg, 1.6 mmol), and triphenylphospine (418.3 mg, 1.6 mmol) in anhydrous tetrahydrofuran (20 mL), DIAD (diisopropylazodicarboxylate, 320 μL, 1.6 mmol) was added and heated to reflux for 16 hours. The reaction mixture was cooled to room temperature and the solvent evaporated. The residue was purified by column chromatography (eluti... Reactants: aqueous solution, C(CC(O)(C(=O)O)CC(=O)O)(=O)O (citric acid), [OH-].[Na+] (sodium hydroxide), C(C)(=O)C1=CC=C(C=C1)CC(=S)O (4-acetylphenylthioacetic acid), C(CO)O (ethylene glycol), C1(=CC=C(C=C1)S(=O)(=O)O)C (p-toluenesulphonic acid). The solvent is O (Water), O (Water), CCOCC (Ether), C(C)O (Ethanol), C1=CC=CC=C1 (benzene). Run at time 1 hour. Product: CC1(OCCO1)C1=CC=C(C=C1)CC(=S)O (4-(2-methyl-1,3-dioxolan-2-yl)phenylthioacetic acid). Isolated yield 54.6%. Reaction SMILES: [C:1]([C:4]1[CH:9]=[CH:8][C:7]([CH2:10][C:11]([OH:13])=[S:12])=[CH:6][CH:5]=1)(=[O:3])[CH3:2].[CH2:14](O)[CH2:15][OH:16].C1(C)C=CC(S(O)(=O)=O)=CC=1.[OH-].[Na+].C(O)(=O)CC(CC(O)=O)(C(O)=O)O>C1C=CC=CC=1.O.CCOCC.C(O)C>[CH3:2][C:1]1([C:4]2[CH:9]=[CH:8][C:7]([CH2:10][C:11]([OH:13])=[S:12])=[CH:6][CH:5]=2)[O:16][CH2:15][CH2:14][O:3]1 |f:3.4|. Reported procedure: A solution of 4-acetylphenylthioacetic acid (8.4 g, 40 mmol) (obtained as described by Walker and Leib in J. Org. Chem. 1963, 28, 3077-3082), ethylene glycol (4.96 g, 80 mmol) and a catalytic quantity of p-toluenesulphonic acid in benzene (80 ml) was heated at reflux for 16 hours using a Dean and Stark apparatus. Water (1.5 ml, 80 mmol) was collected. The solvent was removed by evaporation to give an oil. Ethanol (30 ml) and 2N sodium hydroxide solution (1 equivalent) were added and the mixture ... The reactants are OC1=CC2=C(NC(OC2=O)=O)C=C1 (6-hydroxy-1H-benzo[d][1,3]oxazine-2,4-dione), CN (methylamine). Solvent: C(C)O (ethanol). Run at time 3 day. The product is NC1=C(C(=O)NC)C=C(C=C1)O (2-amino-5-hydroxy-N-methylbenzamide). Isolated yield 60.2%. RXN SMILES: [OH:1][C:2]1[CH:13]=[CH:12][C:5]2[NH:6]C(=O)[O:8][C:9](=O)[C:4]=2[CH:3]=1.[CH3:14][NH2:15]>C(O)C>[NH2:6][C:5]1[CH:12]=[CH:13][C:2]([OH:1])=[CH:3][C:4]=1[C:9]([NH:15][CH3:14])=[O:8]. Reported procedure: A solution of 6-hydroxy-1H-benzo[d][1,3]oxazine-2,4-dione (500 mg, 2.79 mmol) in ethanol (20 mL) was cooled to 0° C. and methylamine solution (33% in ethanol, 2.92 mL, 27.9 mmol) added and the reaction stirred for 3 days. The solvent was removed under reduced pressure and the product purified by silica chromatography, eluent 5% methanol in dichloromethane to yield 2-amino-5-hydroxy-N-methylbenzamide (280 mg, 1.68 mmol). Starting materials: CCOCCO, Cc1nc(Cl)cc(Nc2cccc(O)c2)n1, COc1cccc(N)c1. The product is COc1cccc(Nc2cc(Nc3cccc(O)c3)nc(C)n2)c1. As a reaction SMILES: [CH3:17][CH2:18][O:19][CH2:20][CH2:21][OH:22].[CH3:1][c:2]1[n:3][c:4]([NH:9][c:10]2[cH:11][c:12]([OH:16])[cH:13][cH:14][cH:15]2)[cH:5][c:6]([Cl:8])[n:7]1.[CH3:23][O:24][c:25]1[cH:26][c:27]([NH2:28])[cH:29][cH:30][cH:31]1>>[CH3:1][c:2]1[n:3][c:4]([NH:9][c:10]2[cH:11][c:12]([OH:16])[cH:13][cH:14][cH:15]2)[cH:5][c:6]([NH:28][c:27]2[cH:26][c:25]([O:24][CH3:23])[cH:31][cH:30][cH:29]2)[n:7]1.